This data is from the Open Reaction Database (ORD), a public repository of structured organic reaction records. The task is: describe an organic reaction: reactants, conditions, products, and yield The reactants are ClCCl, COCCl, C1=Cc2ccccc21, [Na+], [OH-], Cl[Sn](Cl)(Cl)Cl. The product is ClCc1ccc2c(c1)C=C2. RXN SMILES: [CH2:20]([Cl:21])[Cl:22].[CH3:9][O:10][CH2:11][Cl:12].[CH:1]1=[CH:2][c:3]2[c:4]1[cH:5][cH:6][cH:7][cH:8]2.[Na+:19].[OH-:18].[Sn:13]([Cl:14])([Cl:15])([Cl:16])[Cl:17]>>[CH:1]1=[CH:2][c:3]2[c:4]1[cH:5][cH:6][c:7]([CH2:11][Cl:12])[cH:8]2. The reactants are CC(O)(c1ccc(N2CCN(S(=O)(=O)c3cccs3)CC2COS(C)(=O)=O)cc1)C(F)(F)F, CO, N. Product: CC(O)(c1ccc(N2CCN(S(=O)(=O)c3cccs3)CC2CN)cc1)C(F)(F)F. RXN SMILES: [CH3:1][S:2]([O:3][CH2:6][CH:7]1[N:8]([c:21]2[cH:22][cH:23][c:24]([C:27]([C:28]([F:29])([F:30])[F:31])([CH3:32])[OH:33])[cH:25][cH:26]2)[CH2:9][CH2:10][N:11]([S:13](=[O:14])(=[O:15])[c:16]2[s:17][cH:18][cH:19][cH:20]2)[CH2:12]1)(=[O:4])=[O:5].[CH3:34][OH:35].[NH3:36]>>[CH2:6]([CH:7]1[N:8]([c:21]2[cH:22][cH:23][c:24]([C:27]([C:28]([F:29])([F:30])[F:31])([CH3:32])[OH:33])[cH:25][cH:26]2)[CH2:9][CH2:10][N:11]([S:13](=[O:14])(=[O:15])[c:16]2[s:17][cH:18][cH:19][cH:20]2)[CH2:12]1)[NH2:36]. Reactants: IC1=CC=CC=2N1N=C(C2NC(OC(C)(C)C)=O)SC (tert-butyl N-[7-iodo-2-(methylsulfanyl)pyrazolo[1,5-a]pyridin-3-yl]carbamate), CC1=CC(=C(C(=C1)C)OB(O)O)OC (4,6-dimethyl-2-methoxyphenylboric acid), complex, O.O.O.O.O.O.O.O.[OH-].[Ba+2].[OH-] (barium hydroxide octahydrate), C(C)(=O)OCC (ethyl acetate). Reagents/catalysts: C=1C=CC(=CC1)[P](C=2C=CC=CC2)(C=3C=CC=CC3)[Pd]([P](C=4C=CC=CC4)(C=5C=CC=CC5)C=6C=CC=CC6)([P](C=7C=CC=CC7)(C=8C=CC=CC8)C=9C=CC=CC9)[P](C=1C=CC=CC1)(C=1C=CC=CC1)C=1C=CC=CC1 (tetrakis(triphenylphosphine)palladium). Solvent: COCCOC (1,2-dimethoxyethane), O (water), O (Water). Reaction conditions: temperature 80 celsius, time 3 hour. The product is COC1=C(C(=CC(=C1)C)C)C1=CC=CC=2N1N=C(C2NC(OC(C)(C)C)=O)SC (tert-Butyl N-[7-(2-methoxy-4,6-dimethylphenyl)-2-(methylsulfanyl)pyrazolo[1,5-a]pyridin-3-yl]carbamate). Yield: 102.9%. As a reaction SMILES: I[C:2]1[N:7]2[N:8]=[C:9]([S:19][CH3:20])[C:10]([NH:11][C:12](=[O:18])[O:13][C:14]([CH3:17])([CH3:16])[CH3:15])=[C:6]2[CH:5]=[CH:4][CH:3]=1.[CH3:21][C:22]1[CH:27]=[C:26]([CH3:28])[C:25](OB(O)O)=[C:24]([O:33][CH3:34])[CH:23]=1.O.O.O.O.O.O.O.O.[OH-].[Ba+2].[OH-].C(OCC)(=O)C>COCCOC.O.C1C=CC([P]([Pd]([P](C2C=CC=CC=2)(C2C=CC=CC=2)C2C=CC=CC=2)([P](C2C=CC=CC=2)(C2C=CC=CC=2)C2C=CC=CC=2)[P](C2C=CC=CC=2)(C2C=CC=CC=2)C2C=CC=CC=2)(C2C=CC=CC=2)C2C=CC=CC=2)=CC=1>[CH3:34][O:33][C:24]1[CH:25]=[C:26]([CH3:28])[CH:27]=[C:22]([CH3:21])[C:23]=1[C:2]1[N:7]2[N:8]=[C:9]([S:19][CH3:20])[C:10]([NH:11][C:12](=[O:18])[O:13][C:14]([CH3:17])([CH3:16])[CH3:15])=[C:6]2[CH:5]=[CH:4][CH:3]=1 |f:2.3.4.5.6.7.8.9.10.11.12,^1:62,64,83,102|. Procedure: After dissolving tert-butyl N-[7-iodo-2-(methylsulfanyl)pyrazolo[1,5-a]pyridin-3-yl]carbamate (2.0 g) in 1,2-dimethoxyethane (60 mL) and water (30 mL), 4,6-dimethyl-2-methoxyphenylboric acid (1.33 g), tetrakis(triphenylphosphine)palladium (0) complex (865 mg) and barium hydroxide octahydrate (2.34 g) were added and the mixture was heated and stirred at 80° C. for 3 hours. Water was added to the reaction mixture, extraction was performed with ethyl acetate and the extract was washed with brine. A... Reactants: BrC1=CC=C(C=C1)CCC(CO)CO (4-(4-bromophenyl)-2-(hydroxymethyl)butanol), C(C)(=O)OC (methyl acetate). Yields the product C(C)(=O)OC[C@H](CCC1=CC=C(C=C1)Br)CO ((R)-4-(4-bromophenyl)-2-(hydroxymethyl)butyl acetate). As a reaction SMILES: [Br:1][C:2]1[CH:7]=[CH:6][C:5]([CH2:8][CH2:9][CH:10]([CH2:13][OH:14])[CH2:11][OH:12])=[CH:4][CH:3]=1.[C:15](OC)(=[O:17])[CH3:16]>>[C:15]([O:14][CH2:13][C@@H:10]([CH2:11][OH:12])[CH2:9][CH2:8][C:5]1[CH:4]=[CH:3][C:2]([Br:1])=[CH:7][CH:6]=1)(=[O:17])[CH3:16]. Procedure: To a solution of 4.6 g of 4-(4-bromophenyl)-2-(hydroxymethyl)butanol in 300 ml of methyl acetate was added 33.1 g of the above PPL preparation. The mixture was stirred while the progress of the reaction was monitored by HPLC method A. When the consumption of diol was complete, the mixture was immediately filtered and the filtrate was concentrated to an oil under vacuum. The oil was purified by flash chromatography on 200 g of silica with 3:1 ethyl acetate: hexane to obtain 4.82 g of the desired ... Starting materials: O1C(CCCC1)ONC(=O)[C@@H](C\C=C\C1=CC=CC=C1)[C@H](C(=O)NN(CC(C)C)C(CCC(C)=O)=O)CC(C)C ((E)-2(R)-[1(S)-[(tetrahydro-2(RS)-pyranyloxy)carbamoyl]-4-phenyl-3-butenyl]-2′-(4-oxovaleryl)-2′-isobutyl-4-methylvalerohydrazide), [Na] (sodium). The solvent is C(C)(=O)OCC (ethyl acetate), C(C)O (ethanol). Reaction conditions: time 48 hour. Product: O1C(CCCC1)ONC(=O)[C@@H](C\C=C\C1=CC=CC=C1)[C@H](C(=O)NN(CC(C)C)C(CCC(C)O)=O)CC(C)C ((E)-2(R)-[1(S)-[(tetrahydro-2(RS)-pyranyloxy)carbamoyl]-4-phenyl-3-butenyl]-2′-(4(RS)-hydroxyvaleryl)-2′-isobutyl-4-methylvalerohydrazide). The yield is 93.4%. RXN SMILES: [O:1]1[CH2:6][CH2:5][CH2:4][CH2:3][CH:2]1[O:7][NH:8][C:9]([C@H:11]([C@@H:21]([CH2:37][CH:38]([CH3:40])[CH3:39])[C:22]([NH:24][N:25]([C:30](=[O:36])[CH2:31][CH2:32][C:33](=[O:35])[CH3:34])[CH2:26][CH:27]([CH3:29])[CH3:28])=[O:23])[CH2:12]/[CH:13]=[CH:14]/[C:15]1[CH:20]=[CH:19][CH:18]=[CH:17][CH:16]=1)=[O:10].[Na]>C(O)C.C(OCC)(=O)C>[O:1]1[CH2:6][CH2:5][CH2:4][CH2:3][CH:2]1[O:7][NH:8][C:9]([C@H:11]([C@@H:21]([CH2:37][CH:38]([CH3:40])[CH3:39])[C:22]([NH:24][N:25]([C:30](=[O:36])[CH2:31][CH2:32][CH:33]([OH:35])[CH3:34])[CH2:26][CH:27]([CH3:29])[CH3:28])=[O:23])[CH2:12]/[CH:13]=[CH:14]/[C:15]1[CH:20]=[CH:19][CH:18]=[CH:17][CH:16]=1)=[O:10] |^1:40|. Reported procedure: A solution of 0.160 g of (E)-2(R)-[1(S)-[(tetrahydro-2(RS)-pyranyloxy)carbamoyl]-4-phenyl-3-butenyl]-2′-(4-oxovaleryl)-2′-isobutyl-4-methylvalerohydrazide in 10 ml of ethanol was treated with 0.012 g of sodium borobydride. The mixture was stirred for 48 hours and then diluted with ethyl acetate and washed with water and saturated sodium chloride solution. Drying over anhydrous magnesium sulfate and evaporation gave 0.150 g of (E)-2(R)-[1(S)-[(tetrahydro-2(RS)-pyranyloxy)carbamoyl]-4-phenyl-3-but...